describe an organic reaction: reactants, conditions, products, and yield From a dataset of the Open Reaction Database (ORD), a public repository of structured organic reaction records. Reaction SMILES: Br[C:2]1[CH:3]=[C:4]2[C:8](=[C:9]([C:11]([NH2:13])=[O:12])[CH:10]=1)[NH:7][CH:6]=[C:5]2[CH:14]1[CH2:19][CH2:18][N:17]([S:20]([CH2:23][CH3:24])(=[O:22])=[O:21])[CH2:16][CH2:15]1.[O-]P([O-])([O-])=O.[K+].[K+].[K+].[OH:33][CH2:34][C:35]1[CH:40]=[CH:39][C:38](B(O)O)=[CH:37][CH:36]=1>O1CCOCC1.O.C1C=CC([P]([Pd]([P](C2C=CC=CC=2)(C2C=CC=CC=2)C2C=CC=CC=2)([P](C2C=CC=CC=2)(C2C=CC=CC=2)C2C=CC=CC=2)[P](C2C=CC=CC=2)(C2C=CC=CC=2)C2C=CC=CC=2)(C2C=CC=CC=2)C2C=CC=CC=2)=CC=1>[CH2:23]([S:20]([N:17]1[CH2:18][CH2:19][CH:14]([C:5]2[C:4]3[C:8](=[C:9]([C:11]([NH2:13])=[O:12])[CH:10]=[C:2]([C:38]4[CH:39]=[CH:40][C:35]([CH2:34][OH:33])=[CH:36][CH:37]=4)[CH:3]=3)[NH:7][CH:6]=2)[CH2:15][CH2:16]1)(=[O:22])=[O:21])[CH3:24] |f:1.2.3.4,6.7,^1:54,56,75,94|. The yield is 30.2%. Run at temperature 160 celsius. The solvent is O1CCOCC1.O (dioxane H2O). Starting materials: BrC=1C=C2C(=CNC2=C(C1)C(=O)N)C1CCN(CC1)S(=O)(=O)CC (5-bromo-3-[1-(ethylsulfonyl)-4-piperidinyl]-1H-indole-7-carboxamide), [O-]P(=O)([O-])[O-].[K+].[K+].[K+] (K3PO4), OCC1=CC=C(C=C1)B(O)O ([4-(hydroxymethyl)phenyl]boronic acid). Yields the product C(C)S(=O)(=O)N1CCC(CC1)C1=CNC2=C(C=C(C=C12)C1=CC=C(C=C1)CO)C(=O)N (3-[1-(ethylsulfonyl)-4-piperidinyl]-5-[4-(hydroxymethyl)phenyl]-1H-indole-7-carboxamide). The reagents and catalysts are C=1C=CC(=CC1)[P](C=2C=CC=CC2)(C=3C=CC=CC3)[Pd]([P](C=4C=CC=CC4)(C=5C=CC=CC5)C=6C=CC=CC6)([P](C=7C=CC=CC7)(C=8C=CC=CC8)C=9C=CC=CC9)[P](C=1C=CC=CC1)(C=1C=CC=CC1)C=1C=CC=CC1 (Pd(PPh3)4). Reported procedure: To a solution of 5-bromo-3-[1-(ethylsulfonyl)-4-piperidinyl]-1H-indole-7-carboxamide (20.0 mg, 0.048 mmol), K3PO4 (21.0 mg, 0.096 mmol) and [4-(hydroxymethyl)phenyl]boronic acid (30.0 mg, 0.193 mmol) in dioxane/H2O (2 mL/0.7 mL) was bubbled argon for 5 minutes prior to addition of Pd(PPh3)4 (5.0 mg, 0.0048 mmol). The reaction mixture was heated in a microwave reactor (Smith synthesizer) for 20 minutes at 160° C. The solvent was evaporated, and the residue was partitioned between ethyl acetate an... The reactants are CC(C)(C)OC(=O)N1CCC(COS(C)(=O)=O)(C2CCCCC2)CC1, [N-]=[N+]=[N-], [Na+], CN(C)C=O. Yields the product CC(C)(C)OC(=O)N1CCC(CN=[N+]=[N-])(C2CCCCC2)CC1. As a reaction SMILES: [C:1]([CH3:2])([CH3:3])([CH3:4])[O:5][C:6](=[O:7])[N:8]1[CH2:9][CH2:10][C:11]([CH2:14][O:15][S:16]([CH3:17])(=[O:18])=[O:19])([CH:20]2[CH2:21][CH2:22][CH2:23][CH2:24][CH2:25]2)[CH2:12][CH2:13]1.[N-:27]=[N+:28]=[N-:29].[Na+:26].[O:30]=[CH:31][N:32]([CH3:33])[CH3:34]>>[C:1]([CH3:2])([CH3:3])([CH3:4])[O:5][C:6](=[O:7])[N:8]1[CH2:9][CH2:10][C:11]([CH2:14][N:27]=[N+:28]=[N-:29])([CH:20]2[CH2:21][CH2:22][CH2:23][CH2:24][CH2:25]2)[CH2:12][CH2:13]1. RXN SMILES: [CH3:1][O:2][c:3]1[cH:4][c:5]2[cH:6][cH:7][c:8]([CH:13]3[CH:14]([CH2:20][N:21]([CH3:22])[CH3:23])[CH:15]4[CH2:16][CH2:17][CH:18]3[CH2:19]4)[cH:9][c:10]2[cH:11][cH:12]1.[O:25]=[CH:26][N:27]([CH3:28])[CH3:29].[OH2:24]>>[OH:2][c:3]1[cH:4][c:5]2[cH:6][cH:7][c:8]([CH:13]3[CH:14]([CH2:20][N:21]([CH3:22])[CH3:23])[CH:15]4[CH2:16][CH2:17][CH:18]3[CH2:19]4)[cH:9][c:10]2[cH:11][cH:12]1. Starting materials: COc1ccc2cc(C3C4CCC(C4)C3CN(C)C)ccc2c1, CN(C)C=O, O. Yields the product CN(C)CC1C2CCC(C2)C1c1ccc2cc(O)ccc2c1. Starting materials: CCO, O=[N+]([O-])c1cc(Cn2ccnc2)ccc1NC1CCCCC1, [Na+], [Na+], O, O=S([O-])S(=O)[O-]. The product is Nc1cc(Cn2ccnc2)ccc1NC1CCCCC1. RXN SMILES: [CH3:31][CH2:32][OH:33].[CH:1]1([NH:7][c:8]2[c:9]([N+:20]([O-:21])=[O:22])[cH:10][c:11]([CH2:14][n:15]3[cH:16][n:17][cH:18][cH:19]3)[cH:12][cH:13]2)[CH2:2][CH2:3][CH2:4][CH2:5][CH2:6]1.[Na+:29].[Na+:30].[OH2:34].[S:23]([S:24]([O-:25])=[O:26])([O-:27])=[O:28]>>[CH:1]1([NH:7][c:8]2[c:9]([NH2:20])[cH:10][c:11]([CH2:14][n:15]3[cH:16][n:17][cH:18][cH:19]3)[cH:12][cH:13]2)[CH2:2][CH2:3][CH2:4][CH2:5][CH2:6]1. The reactants are COC(=O)Oc1cc(Nc2ncnc3cc(OCc4ccccc4)c(OC)cc23)c(F)cc1C, CO, ClC(Cl)Cl, [H][H], CN(C)C=O. Product: COC(=O)Oc1cc(Nc2ncnc3cc(O)c(OC)cc23)c(F)cc1C. Reaction SMILES: [CH2:1]([c:2]1[cH:3][cH:4][cH:5][cH:6][cH:7]1)[O:8][c:9]1[c:10]([O:33][CH3:34])[cH:11][c:12]2[c:13]([NH:19][c:20]3[c:21]([F:32])[cH:22][c:23]([CH3:31])[c:24]([O:26][C:27](=[O:28])[O:29][CH3:30])[cH:25]3)[n:14][cH:15][n:16][c:17]2[cH:18]1.[CH3:42][OH:43].[Cl:44][CH:45]([Cl:46])[Cl:47].[H:35][H:36].[O:37]=[CH:38][N:39]([CH3:40])[CH3:41]>>[OH:8][c:9]1[c:10]([O:33][CH3:34])[cH:11][c:12]2[c:13]([NH:19][c:20]3[c:21]([F:32])[cH:22][c:23]([CH3:31])[c:24]([O:26][C:27](=[O:28])[O:29][CH3:30])[cH:25]3)[n:14][cH:15][n:16][c:17]2[cH:18]1. Starting materials: CCCCN(CC)c1nc(C)nc(Cl)c1C, Cc1cc(C)c(N)c(C)c1, CCN(C(C)C)C(C)C. The product is CCCCN(CC)c1nc(C)nc(Nc2c(C)cc(C)cc2C)c1C. RXN SMILES: [CH2:1]([CH2:2][CH2:3][CH3:4])[N:5]([CH2:6][CH3:7])[c:8]1[n:9][c:10]([CH3:16])[n:11][c:12]([Cl:15])[c:13]1[CH3:14].[CH3:17][c:18]1[c:19]([NH2:20])[c:21]([CH3:26])[cH:22][c:23]([CH3:25])[cH:24]1.[CH:27]([N:28]([CH:29]([CH3:30])[CH3:31])[CH2:32][CH3:33])([CH3:34])[CH3:35]>>[CH2:1]([CH2:2][CH2:3][CH3:4])[N:5]([CH2:6][CH3:7])[c:8]1[n:9][c:10]([CH3:16])[n:11][c:12]([NH:20][c:19]2[c:18]([CH3:17])[cH:24][c:23]([CH3:25])[cH:22][c:21]2[CH3:26])[c:13]1[CH3:14]. Reactants: BrC1=CC=C(C=C1)C(C)O (p-Bromophenylethanol), C(C=C)(=O)OC(C)(C)C (t-butyl acrylate), C(C=C)(=O)[O-] (acrylate). The reagents and catalysts are [Pd] (palladium on charcoal), C(C)(=O)[O-].[Pd+2].C(C)(=O)[O-] (palladium acetate). Product: OCCC1=CC=C(C=C1)C(C(=O)OC(C)(C)C)C (t-butyl p-(2-hydroxyethyl)-phenylpropionate). As a reaction SMILES: Br[C:2]1[CH:7]=[CH:6][C:5]([CH:8](O)[CH3:9])=[CH:4][CH:3]=1.[C:11]([O:15][C:16]([CH3:19])([CH3:18])[CH3:17])(=[O:14])C=C.[C:20]([O-])(=[O:23])[CH:21]=C>[Pd].C([O-])(=O)C.[Pd+2].C([O-])(=O)C>[OH:23][CH2:20][CH2:21][C:2]1[CH:7]=[CH:6][C:5]([CH:8]([CH3:9])[C:11]([O:15][C:16]([CH3:17])([CH3:18])[CH3:19])=[O:14])=[CH:4][CH:3]=1 |f:4.5.6|. Reported procedure: p-Bromophenylethanol is first condensed with t-butyl acrylate under conditions of the palladium acetate catalyzed Heck reaction. The resulting acrylate is hydrogenated with palladium on charcoal catalyst to yield t-butyl p-(2-hydroxyethyl)-phenylpropionate, which is converted to the corresponding tosylate by treatment with tosyl chloride in pyridine. Starting materials: ClC1=NC=C(C(=N1)NC1=CC=C2C=CNC2=C1)F (2-chloro-5-fluoro-N4-[(1H)indol-6-yl]-4-pyrimidineamine), CNC(=O)C=1C=C(N)C=CC1 (3-[(N-methylamino)carbonyl]aniline). The product is FC=1C(=NC(=NC1)NC1=CC(=CC=C1)C(=O)NC)NC1=CC=C2C=CNC2=C1 (5-fluoro-N4-[(1H)indol-6-yl]-N2-[3-[(N-methylamino)carbonyl]phenyl]-2,4-pyrimidinediamine). As a reaction SMILES: Cl[C:2]1[N:7]=[C:6]([NH:8][C:9]2[CH:17]=[C:16]3[C:12]([CH:13]=[CH:14][NH:15]3)=[CH:11][CH:10]=2)[C:5]([F:18])=[CH:4][N:3]=1.[CH3:19][NH:20][C:21]([C:23]1[CH:24]=[C:25]([CH:27]=[CH:28][CH:29]=1)[NH2:26])=[O:22]>>[F:18][C:5]1[C:6]([NH:8][C:9]2[CH:17]=[C:16]3[C:12]([CH:13]=[CH:14][NH:15]3)=[CH:11][CH:10]=2)=[N:7][C:2]([NH:26][C:25]2[CH:27]=[CH:28][CH:29]=[C:23]([C:21]([NH:20][CH3:19])=[O:22])[CH:24]=2)=[N:3][CH:4]=1. Procedure details: In like manner to the preparation of 5-fluoro-N4-(3-hydroxyphenyl)-N2-[4-(3-phenyl-1,2,4-oxadiazol-5-yl)methyleneoxyphenyl]-2,4-pyrimidinediamine, 2-chloro-5-fluoro-N4-[(1H)indol-6-yl]-4-pyrimidineamine and 3-[(N-methylamino)carbonyl]aniline were reacted to provide 5-fluoro-N4-[(1H)indol-6-yl]-N2-[3-[(N-methylamino)carbonyl]phenyl]-2,4-pyrimidinediamine. 1H NMR (CD3OD): δ 7.99 (t, 1H, J=1.8 Hz), 7.89 (d, 1H, J=3.6 Hz), 7.78–7.76 (m, 1H), 7.70 (ddd, 1H, J=1.2, 2.4, and 8.4 Hz), 7.50 (d, 1H, J=9.0... Starting materials: BrCC1=NN(C(=C1)C=1SC(=CC1)C1=CC(=CC=C1)S(=O)(=O)C)C1=C(C=CC=C1)Cl (3-bromomethyl-1-(2-chlorophenyl)-5-{5-[3-(methylsulfonyl)phenyl]-thiophen-2-yl]-1H-pyrazole), [C-]#N.[Na+] (NaCN), CS(=O)C (DMSO). Run in O (water). Conditions: temperature 100 celsius, time 5 hour. The product is ClC1=C(C=CC=C1)N1N=C(C=C1C=1SC(=CC1)C1=CC(=CC=C1)S(=O)(=O)C)CC#N ([1-(2-chlorophenyl)-5-{5-[3-(methylsulfonyl)phenyl]-2-thienyl}-1H-pyrazol-3-yl]acetonitrile). Isolated yield 54.3%. Reaction SMILES: Br[CH2:2][C:3]1[CH:7]=[C:6]([C:8]2[S:9][C:10]([C:13]3[CH:18]=[CH:17][CH:16]=[C:15]([S:19]([CH3:22])(=[O:21])=[O:20])[CH:14]=3)=[CH:11][CH:12]=2)[N:5]([C:23]2[CH:28]=[CH:27][CH:26]=[CH:25][C:24]=2[Cl:29])[N:4]=1.[C-:30]#[N:31].[Na+].CS(C)=O>O>[Cl:29][C:24]1[CH:25]=[CH:26][CH:27]=[CH:28][C:23]=1[N:5]1[C:6]([C:8]2[S:9][C:10]([C:13]3[CH:18]=[CH:17][CH:16]=[C:15]([S:19]([CH3:22])(=[O:21])=[O:20])[CH:14]=3)=[CH:11][CH:12]=2)=[CH:7][C:3]([CH2:2][C:30]#[N:31])=[N:4]1 |f:1.2|. Reported procedure: A mixture of the 3-bromomethyl-1-(2-chlorophenyl)-5-{5-[3-(methylsulfonyl)phenyl]-thiophen-2-yl]-1H-pyrazole (720 mg, 1.42 mmol), NaCN (250 mg, 5.1 mmol), and DMSO (10 mL) was stirred in a sealed vial at 100° C. for 5 h, diluted with water, and extracted with EtOAc. The combined extracts were washed with water, brine, dried over Na2SO4, and evaporated in vacuo. The crude product was purified by flash chromatography (0-80% EtOAc/hexanes) to give the title compound as a white solid (350 mg, 54%). ...